Dataset: the Open Reaction Database (ORD), a public repository of structured organic reaction records. Task: describe an organic reaction: reactants, conditions, products, and yield Starting materials: IC1=CC=C(C=C1)CC(=O)Cl (4-iodophenylacetyl chloride), C(C)#N (acetonitrile), C[Si](C)(C)C=[N+]=[N-] (trimethylsilyldiazomethane), C(C)OCC (diethyl ether). Solvent: O1CCCC1 (tetrahydrofuran). Run at time 14 hour. Product: [N+](=[N-])=CC(CC1=CC=C(C=C1)I)=O (1-diazo-3-(4-iodophenyl)propan-2-one). Reaction SMILES: [I:1][C:2]1[CH:7]=[CH:6][C:5]([CH2:8][C:9](Cl)=[O:10])=[CH:4][CH:3]=1.C(#N)C.C[Si]([CH:19]=[N+:20]=[N-:21])(C)C.C(OCC)C>O1CCCC1>[N+:20](=[CH:19][C:9](=[O:10])[CH2:8][C:5]1[CH:6]=[CH:7][C:2]([I:1])=[CH:3][CH:4]=1)=[N-:21]. Reported procedure: Under an argon atmosphere, 4-iodophenylacetyl chloride (12) prepared above was dissolved in tetrahydrofuran (THF) (2 mL) and acetonitrile (2 mL) and cooled to 0° C. To this was slowly added a solution of trimethylsilyldiazomethane in diethyl ether (2.0 M, 4.00 mL, 8.00 mmol), which was stirred overnight (14 h) after warming up to room temperature. After concentrating under reduced pressure, the residue was purified by silica gel flash column chromatography (n-hexane/diethyl ether=1/1) to give 1-... Reactants: O.NN (hydrazine hydrate), CC1=CSC=2\C(\C=3N(C21)C=CC3)=N/OCCN3C(C=2C(C3=O)=CC=CC2)=O ((Z)-3-methyl-8-[(2-phthalimido-ethoxy)imino]thieno[2,3-d]pyrrolo[1,2-a]pyrrole), O.NN (hydrazine hydrate), O.NN (hydrazine hydrate). The solvent is mixture, C(C)O.C(C)(C)O (ethanol isopropanol). The product is CC1=CSC=2\C(\C=3N(C21)C=CC3)=N/OCCN ((Z)-3-Methyl-8-[(2-amino-ethoxy)imino]thieno[2,3-d]pyrrolo[1,2-a]pyrrole). Isolated yield 36.8%. As a reaction SMILES: O.NN.[CH3:4][C:5]1[C:12]2[N:11]3[CH:13]=[CH:14][CH:15]=[C:10]3/[C:9](=[N:16]/[O:17][CH2:18][CH2:19][N:20]3C(=O)C4=CC=CC=C4C3=O)/[C:8]=2[S:7][CH:6]=1>C(O)C.C(O)(C)C>[CH3:4][C:5]1[C:12]2[N:11]3[CH:13]=[CH:14][CH:15]=[C:10]3/[C:9](=[N:16]/[O:17][CH2:18][CH2:19][NH2:20])/[C:8]=2[S:7][CH:6]=1 |f:0.1,3.4|. Reported procedure: Add 0.3 ml (6.1 mmol) of hydrazine hydrate to a solution of 0.85 g (2.2 mmol) of (Z)-3-methyl-8-[(2-phthalimido-ethoxy)imino]thieno[2,3-d]pyrrolo[1,2-a]pyrrole in 50 ml of a mixture of ethanol/isopropanol, 1:1. The reaction mixture is heated to reflux. After refluxing the mixture for 30 minutes, add 0.3 ml of hydrazine hydrate and heat at reflux again for 90 minutes. Add 0.5 ml of hydrazine hydrate during the course of the 90 minutes' refluxing. After cooling the reaction mixture, the precipitat... Reactants: OCCCN1N=CC(=C1)C=1C=CC(=C2C(N(CC12)C)=O)NC1=NC(=NC=C1C(F)(F)F)NC1=C(C=C(CP(OCC)(OCC)=O)C=C1)OC (diethyl (4-{[4-({7-[1-(3-hydroxypropyl)-1H-pyrazol-4-yl]-2-methyl-3-oxo-2,3-dihydro-1H-isoindol-4-yl}amino)-5-(trifluoromethyl)pyrimidin-2-yl]amino}-3-methoxybenzyl)phosphonate), NC=1C(=NC(=CC1)Br)C(=O)NC (3-amino-6-bromo-N-methylpyridine-2-carboxamide), NC=1C(=NC(=CC1)Br)C(=O)NC (3-amino-6-bromo-N-methylpyridine-2-carboxamide), ClC1=NC(=NC=C1C(F)(F)F)NC1=C(C=C(CCP(OCC)=O)C=C1)OC (ethyl (4-{[4-chloro-5-(trifluoromethyl)pyrimidin-2-yl]amino}-3-methoxybenzyl)methylphosphinate), ClC1=NC(=NC=C1C(F)(F)F)NC1=C(C=C(CCP(OCC)=O)C=C1)OC (ethyl (4-{[4-chloro-5-(trifluoromethyl)pyrimidin-2-yl]amino}-3-methoxybenzyl)methylphosphinate). Product: BrC1=CC=C(C(=N1)C(NC)=O)NC1=NC(=NC=C1C(F)(F)F)NC1=C(C=C(CCP(OCC)=O)C=C1)OC (Ethyl (4-{[4-{[6-bromo-2-(methylcarbamoyl)pyridin-3-yl]amino}-5-(trifluoromethyl)pyrimidin-2-yl]amino}-3-methoxybenzyl)methylphosphinate). Isolated yield 75.4%. As a reaction SMILES: OCCCN1C=C(C2C=CC(NC3C(C(F)(F)F)=CN=C(NC4C=CC(CP(=O)(OCC)OCC)=CC=4OC)N=3)=C3C=2CN(C)C3=O)C=N1.Cl[C:51]1[C:56]([C:57]([F:60])([F:59])[F:58])=[CH:55][N:54]=[C:53]([NH:61][C:62]2[CH:74]=[CH:73][C:65]([CH2:66][CH2:67][PH:68](=[O:72])[O:69][CH2:70][CH3:71])=[CH:64][C:63]=2[O:75][CH3:76])[N:52]=1.[NH2:77][C:78]1[C:79]([C:85]([NH:87][CH3:88])=[O:86])=[N:80][C:81]([Br:84])=[CH:82][CH:83]=1>>[Br:84][C:81]1[N:80]=[C:79]([C:85](=[O:86])[NH:87][CH3:88])[C:78]([NH:77][C:51]2[C:56]([C:57]([F:60])([F:59])[F:58])=[CH:55][N:54]=[C:53]([NH:61][C:62]3[CH:74]=[CH:73][C:65]([CH2:66][CH2:67][PH:68](=[O:72])[O:69][CH2:70][CH3:71])=[CH:64][C:63]=3[O:75][CH3:76])[N:52]=2)=[CH:83][CH:82]=1. Reported procedure: Prepared analogously to Compound 1B using ethyl (4-{[4-chloro-5-(trifluoromethyl)pyrimidin-2-yl]amino}-3-methoxybenzyl)methylphosphinate (Compound 61 D, 270 mg, 0.64 mmol) and 3-amino-6-bromo-N-methylpyridine-2-carboxamide (Compound 6D, 154 mg, 0.669 mmol) to afford 298 mg of the title compound (76%). 1H NMR (400 MHz, CD-3OD) δ 9.00 (br. s., 1H), 8.36 (s, 1H), 7.63-7.73 (m, 1H), 7.51-7.61 (m, 1H), 7.07 (t, J=1.9 Hz, 1H), 6.93 (td, J=2.2, 8.1 Hz, 1H), 4.04-4.16 (m, 2H), 3.89 (s, 3H), 3.33 (s, 1H)... Reactants: N#CC(c1ccc(Cl)cc1)c1c(Br)cc([N+](=O)[O-])cc1Br, C1CCOC1, O. Product: N#CC(c1ccc(Cl)cc1)c1c(Br)cc(N)cc1Br. Reaction SMILES: [Br:2][c:3]1[c:4]([CH:13]([C:14]#[N:15])[c:16]2[cH:17][cH:18][c:19]([Cl:22])[cH:20][cH:21]2)[c:5]([Br:12])[cH:6][c:7]([N+:9]([O-:10])=[O:11])[cH:8]1.[CH2:23]1[O:24][CH2:25][CH2:26][CH2:27]1.[OH2:1]>>[Br:2][c:3]1[c:4]([CH:13]([C:14]#[N:15])[c:16]2[cH:17][cH:18][c:19]([Cl:22])[cH:20][cH:21]2)[c:5]([Br:12])[cH:6][c:7]([NH2:9])[cH:8]1. The reactants are OCC1=NC(=CC(=C1)OCCNCCCC(=O)OCC)CO (ethyl 4-[2-(2,6-bis-hydroxymethyl-pyridin-4-yloxy)-ethylamino]-butanoate), ICCOCCOCCOC (1-iodo-2-[2-(2-methoxy-ethoxy)-ethoxy]-ethane), C(C)(C)N(CC)C(C)C (diisopropylethylamine). Solvent: C(C)#N (acetonitrile). Run at temperature 80 celsius. Product: OCC1=NC(=CC(=C1)OCCN(CCCC(=O)OCC)CCOCCOCCOC)CO (ethyl 4-([2-(2,6-bis-hydroxymethyl-pyridin-4-yloxy)-ethyl]-{2-[2-(2-methoxy-ethoxy)-ethoxy]-ethyl}-amino)-butanoate). Yield: 19.3%. Reaction SMILES: [OH:1][CH2:2][C:3]1[CH:8]=[C:7]([O:9][CH2:10][CH2:11][NH:12][CH2:13][CH2:14][CH2:15][C:16]([O:18][CH2:19][CH3:20])=[O:17])[CH:6]=[C:5]([CH2:21][OH:22])[N:4]=1.I[CH2:24][CH2:25][O:26][CH2:27][CH2:28][O:29][CH2:30][CH2:31][O:32][CH3:33].C(N(C(C)C)CC)(C)C>C(#N)C>[OH:22][CH2:21][C:5]1[CH:6]=[C:7]([O:9][CH2:10][CH2:11][N:12]([CH2:24][CH2:25][O:26][CH2:27][CH2:28][O:29][CH2:30][CH2:31][O:32][CH3:33])[CH2:13][CH2:14][CH2:15][C:16]([O:18][CH2:19][CH3:20])=[O:17])[CH:8]=[C:3]([CH2:2][OH:1])[N:4]=1. Reported procedure: To a solution of 180 mg of ethyl 4-[2-(2,6-bis-hydroxymethyl-pyridin-4-yloxy)-ethylamino]-butanoate in 18 ml of acetonitrile was added 207 mg of 1-iodo-2-[2-(2-methoxy-ethoxy)-ethoxy]-ethane and 192 μl of diisopropylethylamine. The mixture was heated for 3 days at 80° C. and then concentrated under reduced pressure and purified by flash chromatography on silica (Merck SuperVarioFlash 15 g column, Si60 15-40 μm), using a DCM/MeOH/water mixture (40/5/0.5). The fractions containing the desired prod...